From a dataset of the Open Reaction Database (ORD), a public repository of structured organic reaction records. describe an organic reaction: reactants, conditions, products, and yield Solvent: C(CC)O (n-propanol), C(CC)O (n-propanol). The product is CN[C@H]1CC[C@H](C2=C1C=CC=C2)C=3C=CC(=C(C3)Cl)Cl.Cl (sertraline hydrochloride), II. Reported procedure: 8.75 g of ammonium chloride are dissolved in 100 ml of n-propanol and 35 ml of water at T=50° C. 50 g of free sertraline base dissolved in 100 ml of n-propanol are added dropwise to the solution thus obtained. It Is heated under reflux and is maintained under agitation under a light nitrogen flow until ammonia is no longer evolved and the pH of the solution becomes slightly acidic. It is cooled to room temperature and is seed crystallized with 0.5 g of sertraline hydrochloride form II. A crystal... As a reaction SMILES: [Cl-:1].[NH4+].O.[CH3:4][NH:5][C@@H:6]1[C:11]2[CH:12]=[CH:13][CH:14]=[CH:15][C:10]=2[C@H:9]([C:16]2[CH:17]=[CH:18][C:19]([Cl:23])=[C:20]([Cl:22])[CH:21]=2)[CH2:8][CH2:7]1.N>C(O)CC>[CH3:4][NH:5][C@@H:6]1[C:11]2[CH:12]=[CH:13][CH:14]=[CH:15][C:10]=2[C@H:9]([C:16]2[CH:17]=[CH:18][C:19]([Cl:23])=[C:20]([Cl:22])[CH:21]=2)[CH2:8][CH2:7]1.[ClH:1] |f:0.1,6.7|. Starting materials: [Cl-].[NH4+] (ammonium chloride), CN[C@H]1CC[C@H](C2=C1C=CC=C2)C=3C=CC(=C(C3)Cl)Cl (sertraline), N (ammonia), O (water). The yield is 88.0%. The reactants are Cl, Cl, c1cc2c(cc1OCCCN1CCCCC1)CNCC2, O=S(=O)(Cl)c1cccs1. Yields the product O=S(=O)(c1cccs1)N1CCc2ccc(OCCCN3CCCCC3)cc2C1. RXN SMILES: [ClH:1].[ClH:2].[N:3]1([CH2:9][CH2:10][CH2:11][O:12][c:13]2[cH:14][cH:15][c:16]3[c:21]([cH:22]2)[CH2:20][NH:19][CH2:18][CH2:17]3)[CH2:4][CH2:5][CH2:6][CH2:7][CH2:8]1.[s:23]1[c:24]([S:28](=[O:29])(=[O:30])[Cl:31])[cH:25][cH:26][cH:27]1>>[N:3]1([CH2:9][CH2:10][CH2:11][O:12][c:13]2[cH:14][cH:15][c:16]3[c:21]([cH:22]2)[CH2:20][N:19]([S:28]([c:24]2[s:23][cH:27][cH:26][cH:25]2)(=[O:29])=[O:30])[CH2:18][CH2:17]3)[CH2:4][CH2:5][CH2:6][CH2:7][CH2:8]1. Reactants: BrC=1C=C(C(=NC1)C1=CC=C(C=C1)O[Si](C1=CC=CC=C1)(C1=CC=CC=C1)C(C)(C)C)F (5-bromo-2-(4-tert-butyldiphenylsilyloxyphenyl)-3-fluoropyridine), 2-(4-tert-butyldiphenylsilyloxyphenyl)-3-5-hydroxypyridine, [Si](C1=CC=CC=C1)(C1=CC=CC=C1)(C(C)(C)C)OC1=CC=C(C=C1)C1=NC=C(C=C1F)O (2-(4-tert-butyldiphenylsilyloxyphenyl)-3-fluoro-5-hydroxypyridine), C(CCCCCCC)O (octanol). Product: [Si](C1=CC=CC=C1)(C1=CC=CC=C1)(C(C)(C)C)OC1=C(C=CC=C1)C1=NC=C(C=C1F)OCCCCCCCC (2-(tert-butyldiphenylsilyloxyphenyl)-3-fluoro-5-octyloxypyridine). Reaction SMILES: BrC1C=C(F)C([C:8]2[CH:13]=[CH:12][C:11]([O:14][Si:15]([C:28]([CH3:31])([CH3:30])[CH3:29])([C:22]3[CH:27]=[CH:26][CH:25]=[CH:24][CH:23]=3)[C:16]3[CH:21]=[CH:20][CH:19]=[CH:18][CH:17]=3)=[CH:10][CH:9]=2)=NC=1.[Si](OC1C=CC([C:57]2[C:62]([F:63])=[CH:61][C:60]([OH:64])=[CH:59][N:58]=2)=CC=1)(C(C)(C)C)(C1C=CC=CC=1)C1C=CC=CC=1.[CH2:65](O)[CH2:66][CH2:67][CH2:68][CH2:69][CH2:70][CH2:71][CH3:72]>>[Si:15]([O:14][C:11]1[CH:10]=[CH:9][CH:8]=[CH:13][C:12]=1[C:57]1[C:62]([F:63])=[CH:61][C:60]([O:64][CH2:65][CH2:66][CH2:67][CH2:68][CH2:69][CH2:70][CH2:71][CH3:72])=[CH:59][N:58]=1)([C:28]([CH3:30])([CH3:31])[CH3:29])([C:22]1[CH:27]=[CH:26][CH:25]=[CH:24][CH:23]=1)[C:16]1[CH:21]=[CH:20][CH:19]=[CH:18][CH:17]=1. Procedure details: 5-bromo-2-(4-tert-butyldiphenylsilyloxyphenyl)-3-fluoropyridine is converted analogously to Example 2 into 2-(4-tert-butyldiphenylsilyloxyphenyl)-3-5-hydroxypyridine. ##STR32## 2-(4-tert-butyldiphenylsilyloxyphenyl)-3-fluoro-5-hydroxypyridine and octanol are reacted analogously to Example 2 to give 2-(tert-butyldiphenylsilyloxyphenyl)-3-fluoro-5-octyloxypyridine. The reactants are ClC=1C2=C(SC1C(=O)N(C1CCC(CC1)N(C(OC(C)(C)C)=O)C)CC=1C=C(C=CC1OC)C1=CC=C(C=C1)S(N)(=O)=O)C(=CC=C2F)F (tert-Butyl {4-[(3-chloro-4,7-difluoro-benzo[b]thiophene-2-carbonyl)-(4-methoxy-4′-sulfamoyl-biphenyl-3-ylmethyl)-amino]-cyclohexyl}-methyl-carbamate), CC(C)(C)OC (TBME). Run in C(Cl)Cl (DCM). Yields the product Cl.COC1=C(C=C(C=C1)C1=CC=C(C=C1)S(N)(=O)=O)CN(C(=O)C1=C(C2=C(S1)C(=CC=C2F)F)Cl)C2CCC(CC2)NC (3-Chloro-4,7-difluoro-benzo[b]thiophene-2-carboxylic acid (4-methoxy-4′-sulfamoyl-biphenyl-3-ylmethyl)-(4-methylamino-cyclohexyl)-amide hydrochloride). RXN SMILES: [Cl:1][C:2]1[C:3]2[C:47]([F:48])=[CH:46][CH:45]=[C:44]([F:49])[C:4]=2[S:5][C:6]=1[C:7]([N:9]([CH2:25][C:26]1[CH:27]=[C:28]([C:34]2[CH:39]=[CH:38][C:37]([S:40](=[O:43])(=[O:42])[NH2:41])=[CH:36][CH:35]=2)[CH:29]=[CH:30][C:31]=1[O:32][CH3:33])[CH:10]1[CH2:15][CH2:14][CH:13]([N:16](C)[C:17](=O)OC(C)(C)C)[CH2:12][CH2:11]1)=[O:8].CC(OC)(C)C>C(Cl)Cl>[ClH:1].[CH3:33][O:32][C:31]1[CH:30]=[CH:29][C:28]([C:34]2[CH:39]=[CH:38][C:37]([S:40](=[O:43])(=[O:42])[NH2:41])=[CH:36][CH:35]=2)=[CH:27][C:26]=1[CH2:25][N:9]([CH:10]1[CH2:15][CH2:14][CH:13]([NH:16][CH3:17])[CH2:12][CH2:11]1)[C:7]([C:6]1[S:5][C:4]2[C:44]([F:49])=[CH:45][CH:46]=[C:47]([F:48])[C:3]=2[C:2]=1[Cl:1])=[O:8] |f:3.4|. Procedure details: tert-Butyl carbamate 217 (100 mg, 0.14 mmol) is deprotected using Method F. The isolated salt is then dissolved in the minimum amount of DCM and added dropwise to cold (0° C.) TBME (25 mL). The resultant pale yellow precipitate is isolated by filtration, washed with TBME (10 mL) and diethyl ether (10 mL) and dried to afford the title compound.